describe an organic reaction: reactants, conditions, products, and yield From a dataset of the Open Reaction Database (ORD), a public repository of structured organic reaction records. Starting materials: CCCC(=O)Cl, ClCCl, Cc1nsc(N)c1C#N. Yields the product CCCC(=O)Nc1snc(C)c1C#N. RXN SMILES: [C:10]([CH2:11][CH2:12][CH3:13])(=[O:14])[Cl:15].[Cl:16][CH2:17][Cl:18].[NH2:1][c:2]1[c:3]([C:8]#[N:9])[c:4]([CH3:7])[n:5][s:6]1>>[NH:1]([c:2]1[c:3]([C:8]#[N:9])[c:4]([CH3:7])[n:5][s:6]1)[C:10]([CH2:11][CH2:12][CH3:13])=[O:14]. Starting materials: [Br-].OC[C@@H]1[N+](CCC1)(C)CC(NC1=NOC=C1)=O ((1R/S,2R)-2-hydroxymethyl-1-(isoxazol-3-ylcarbamoylmethyl)-1-methyl-pyrrolidinium bromide), C1(CCCCC1)C(C(=O)O)(C1=CC=CC=C1)O (cyclohexyl-hydroxy-phenyl-acetic acid), C1=CN(C=N1)C(=O)N2C=CN=C2 (CDI), CN(C)C=O (DMF), [Na] (sodium), [Br-].OC[C@@H]1[N+](CCC1)(C)CC(NC1=NOC=C1)=O ((1R/S,2R)-2-hydroxymethyl-1-(isoxazol-3-ylcarbamoylmethyl)-1-methyl-pyrrolidinium bromide), CN(C)C=O (DMF), [Br-].OC[C@@H]1[N+](CCC1)(C)CC(NC1=NOC=C1)=O ((1R/S,2R)-2-hydroxymethyl-1-(isoxazol-3-ylcarbamoylmethyl)-1-methyl-pyrrolidinium bromide), [H-].[Na+] (sodium hydride), C1=CN(C=N1)C(=O)N2C=CN=C2 (CDI). Run in O (water), Br (HBr). Conditions: time 2 hour. Yields the product [Br-].C1(CCCCC1)C(C(=O)OCC1[N+](CCC1)(C)C(C(N)=O)C1=NOC=C1)(C1=CC=CC=C1)O ((R/S)-(2-Cyclohexyl-2-hydroxy-2-phenyl-acetoxymethyl)-1-(isoxazol-3-yl carbamoylmethyl)-1-methyl-pyrrolidinium bromide). As a reaction SMILES: [Br-:1].[OH:2][CH2:3][C@H:4]1[CH2:8][CH2:7][CH2:6][N+:5]1([CH2:10][C:11](=[O:18])[NH:12]C1C=CON=1)[CH3:9].[H-].[Na+].[CH:21]1([C:27]([OH:37])([C:31]2[CH:36]=[CH:35][CH:34]=[CH:33][CH:32]=2)[C:28]([OH:30])=O)[CH2:26][CH2:25][CH2:24][CH2:23][CH2:22]1.C1N=CN(C(N2C=[N:48][CH:47]=[CH:46]2)=O)C=1.[Na].CN([CH:54]=[O:55])C>O.Br>[Br-:1].[CH:21]1([C:27]([OH:37])([C:31]2[CH:36]=[CH:35][CH:34]=[CH:33][CH:32]=2)[C:28]([O:2][CH2:3][CH:4]2[CH2:8][CH2:7][CH2:6][N+:5]2([CH:10]([C:47]2[CH:46]=[CH:54][O:55][N:48]=2)[C:11](=[O:18])[NH2:12])[CH3:9])=[O:30])[CH2:22][CH2:23][CH2:24][CH2:25][CH2:26]1 |f:0.1,2.3,10.11,^1:49|. Procedure: To a solution comprising (1R/S,2R)-2-hydroxymethyl-1-(isoxazol-3-ylcarbamoylmethyl)-1-methyl-pyrrolidinium bromide (Intermediate B) (0.230 g, 0.718 mmol) in DMF (2 ml) is added sodium hydride (0.057 g, of a 60% dispersion in oil, 1.44 mmol) in one portion. The suspension is stirred at room temperature for 2 hours. Meanwhile, in a second reaction vessel, a solution of cyclohexyl-hydroxy-phenyl-acetic acid (0.160 g, 0.68 mmol) in DMF (2 ml) is treated with CDI (0.11 g, 0.68 mmol) in one portion. T... The yield is 85.5%. Starting materials: FC(S(=O)(=O)OC1=C(C=C(C=C1)C(=O)OC)NC(=O)OCC1=CC=CC=C1)(F)F (2-benzyloxycarbonylamino-4-methoxycarbonylphenyl trifluoromethanesulfonate), C(CCC)[Sn](C#CC)(CCCC)CCCC (tributyl (1-propynyl)stannane), ( 2 ). Procedure details: Methyl 3-benzyloxycarbonylamino-4-(1-propynyl)benzoate (1.34 g) was prepared from 2-benzyloxycarbonylamino-4-methoxycarbonylphenyl trifluoromethanesulfonate (2.1 g) and tributyl (1-propynyl)stannane (2.49 g) in a similar manner to that of Preparation 1 (2). Yields the product C(C1=CC=CC=C1)OC(=O)NC=1C=C(C(=O)OC)C=CC1C#CC (Methyl 3-benzyloxycarbonylamino-4-(1-propynyl)benzoate). Reaction SMILES: FC(F)(F)S(O[C:7]1[CH:12]=[CH:11][C:10]([C:13]([O:15][CH3:16])=[O:14])=[CH:9][C:8]=1[NH:17][C:18]([O:20][CH2:21][C:22]1[CH:27]=[CH:26][CH:25]=[CH:24][CH:23]=1)=[O:19])(=O)=O.[CH2:30]([Sn](CCCC)(CCCC)C#CC)[CH2:31][CH2:32]C>>[CH2:21]([O:20][C:18]([NH:17][C:8]1[CH:9]=[C:10]([CH:11]=[CH:12][C:7]=1[C:30]#[C:31][CH3:32])[C:13]([O:15][CH3:16])=[O:14])=[O:19])[C:22]1[CH:27]=[CH:26][CH:25]=[CH:24][CH:23]=1. Starting materials: O=C(O)c1ccc2c(Cl)c[nH]c2c1, CC(C)N1CCC(CN(CC(N)c2ccccc2)C(=O)OCC2c3ccccc3-c3ccccc32)CC1. Yields the product CC(C)N1CCC(CN(CC(NC(=O)c2ccc3c(Cl)c[nH]c3c2)c2ccccc2)C(=O)OCC2c3ccccc3-c3ccccc32)CC1. As a reaction SMILES: [Cl:38][c:39]1[cH:40][nH:41][c:42]2[cH:43][c:44]([C:48](=[O:49])[OH:50])[cH:45][cH:46][c:47]12.[cH:1]1[cH:2][cH:3][cH:4][c:5]2[c:13]1[CH:12]([CH2:14][O:15][C:16]([N:17]([CH2:18][CH:19]1[CH2:20][CH2:21][N:22]([CH:25]([CH3:26])[CH3:27])[CH2:23][CH2:24]1)[CH2:28][CH:29]([c:30]1[cH:31][cH:32][cH:33][cH:34][cH:35]1)[NH2:36])=[O:37])[c:11]1[c:6]-2[cH:7][cH:8][cH:9][cH:10]1>>[cH:1]1[cH:2][cH:3][cH:4][c:5]2[c:13]1[CH:12]([CH2:14][O:15][C:16]([N:17]([CH2:18][CH:19]1[CH2:20][CH2:21][N:22]([CH:25]([CH3:26])[CH3:27])[CH2:23][CH2:24]1)[CH2:28][CH:29]([c:30]1[cH:31][cH:32][cH:33][cH:34][cH:35]1)[NH:36][C:48]([c:44]1[cH:43][c:42]3[nH:41][cH:40][c:39]([Cl:38])[c:47]3[cH:46][cH:45]1)=[O:49])=[O:37])[c:11]1[c:6]-2[cH:7][cH:8][cH:9][cH:10]1. Reactants: CN1N=CC(=C1C(NC1=CC=2N(C=C1)N=C(N2)C=2C=NC=CC2)=O)C(=O)O (1-methyl-5-(2-pyridin-3-yl-[1,2,4]triazolo[1,5-a]pyridin-7-ylcarbamoyl)-1H-pyrazole-4-carboxylic acid), Cl.[C@@H]12OC[C@@H](NC1)C2 ((1S,4S)-2-oxa-5-azabicyclo[2.2.1]heptane hydrochloride), CCCP(=O)=O (propylphosphonic anhydride), C(C)(C)N(C(C)C)CC (N,N-diisopropylethylamine). Solvent: O1CCCC1 (tetrahydrofuran). Yields the product N1=CC(=CC=C1)C1=NN2C(C=C(C=C2)NC(=O)C=2N(N=CC2C(=O)N2[C@H]3CO[C@@H](C2)C3)C)=N1 (2-methyl-4-((1R,4R)-2-oxa-5-aza-bicyclo[2.2.1]heptane-5-carbonyl)-2H-pyrazole-3-carboxylic acid (2-pyridin-3-yl-[1,2,4]triazolo[1,5-a]pyridin-7-yl)-amide). Yield: 53.1%. Reaction SMILES: [CH3:1][N:2]1[C:6]([C:7](=[O:24])[NH:8][C:9]2[CH:14]=[CH:13][N:12]3[N:15]=[C:16]([C:18]4[CH:19]=[N:20][CH:21]=[CH:22][CH:23]=4)[N:17]=[C:11]3[CH:10]=2)=[C:5]([C:25]([OH:27])=O)[CH:4]=[N:3]1.Cl.[C@H:29]12[CH2:35][C@H:32]([NH:33][CH2:34]1)[CH2:31][O:30]2.CCCP(=O)=O.C(N(CC)C(C)C)(C)C>O1CCCC1>[N:20]1[CH:21]=[CH:22][CH:23]=[C:18]([C:16]2[N:17]=[C:11]3[CH:10]=[C:9]([NH:8][C:7]([C:6]4[N:2]([CH3:1])[N:3]=[CH:4][C:5]=4[C:25]([N:33]4[CH2:34][C@H:29]5[CH2:35][C@@H:32]4[CH2:31][O:30]5)=[O:27])=[O:24])[CH:14]=[CH:13][N:12]3[N:15]=2)[CH:19]=1 |f:1.2|. Procedure: A mixture of 1-methyl-5-(2-pyridin-3-yl-[1,2,4]triazolo[1,5-a]pyridin-7-ylcarbamoyl)-1H-pyrazole-4-carboxylic acid (150 mg, 335 μmol), (1S,4S)-2-oxa-5-azabicyclo[2.2.1]heptane hydrochloride (136 mg, 1.00 mmol), propylphosphonic anhydride (50% in ethyl acetate, 493 μl, 837 μmol) and N,N-diisopropylethylamine (398 μl, 2.34 mmol) in tetrahydrofuran (7.00 ml) was refluxed for 2.5 days (weekend). The solvent was evaporated, the residue was triturated with sodium hydrogencarbonate solution. The precip...